Dataset: the Open Reaction Database (ORD), a public repository of structured organic reaction records. Task: describe an organic reaction: reactants, conditions, products, and yield Yields the product C(C)(C)NC(=O)C=1C(=C(C=C2C(=NNC12)Br)Cl)NC(=O)C=1N(N=C(C1)OC)C1=NC=CC=C1Cl (3-bromo-5-chloro-6-{[2-(3-chloro-pyridin-2-yl)-5-methoxy-2H-pyrazole-3-carbonyl]-amino}-1H-indazole-7-carboxylic acid isopropylamide). Reaction conditions: time 6 hour. Procedure details: To a suspension of 120 mg (0.24 mmol) of the above 3-bromo-5-chloro-7-[2-(3-chloro-pyridin-2-yl)-5-methoxy-2H-pyrazol-3-yl]-1H-8-oxa-1,2,6-triaza-cyclopenta[a]naphthalen-9-one in 2.4 mL of a mixture acetonitrile:H2O 4:2 (v/v) is added 60 μL (0.71 mmol) of isopropylamine. The reaction mixture is stirred for 6 hours at ambient temperature. Brine is then added to the mixture and the product is extracted with ethyl acetate (3 times). The regrouped organic phases are dried on Na2SO4, filtrated and ev... As a reaction SMILES: [Br:1][C:2]1[C:6]2=[CH:7][C:8]([Cl:30])=[C:9]3[C:14]([C:13](=[O:15])[O:12][C:11]([C:16]4[N:17]([C:23]5[C:28]([Cl:29])=[CH:27][CH:26]=[CH:25][N:24]=5)[N:18]=[C:19]([O:21][CH3:22])[CH:20]=4)=[N:10]3)=[C:5]2[NH:4][N:3]=1.C(#N)C.O.[CH:35]([NH2:38])([CH3:37])[CH3:36]>[Cl-].[Na+].O>[CH:35]([NH:38][C:13]([C:14]1[C:9]([NH:10][C:11]([C:16]2[N:17]([C:23]3[C:28]([Cl:29])=[CH:27][CH:26]=[CH:25][N:24]=3)[N:18]=[C:19]([O:21][CH3:22])[CH:20]=2)=[O:12])=[C:8]([Cl:30])[CH:7]=[C:6]2[C:5]=1[NH:4][N:3]=[C:2]2[Br:1])=[O:15])([CH3:37])[CH3:36] |f:1.2,4.5.6|. Yield: 41.1%. Solvent: [Cl-].[Na+].O (Brine), mixture. Starting materials: BrC1=NNC=2C1=CC(=C1N=C(OC(C21)=O)C=2N(N=C(C2)OC)C2=NC=CC=C2Cl)Cl (3-bromo-5-chloro-7-[2-(3-chloro-pyridin-2-yl)-5-methoxy-2H-pyrazol-3-yl]-1H-8-oxa-1,2,6-triaza-cyclopenta[a]naphthalen-9-one), C(C)#N.O (acetonitrile H2O), C(C)(C)N (isopropylamine). Reactants: CC(=O)OCc1ccccc1COc1cccnc1[N+](=O)[O-], CO, [Na+], [OH-], O. Yields the product O=[N+]([O-])c1ncccc1OCc1ccccc1CO. Reaction SMILES: [C:1](=[O:2])([CH3:3])[O:4][CH2:5][c:6]1[c:7]([CH2:8][O:9][c:10]2[c:11]([N+:16](=[O:17])[O-:18])[n:12][cH:13][cH:14][cH:15]2)[cH:19][cH:20][cH:21][cH:22]1.[CH3:24][OH:25].[Na+:27].[OH-:26].[OH2:23]>>[OH:4][CH2:5][c:6]1[c:7]([CH2:8][O:9][c:10]2[c:11]([N+:16](=[O:17])[O-:18])[n:12][cH:13][cH:14][cH:15]2)[cH:19][cH:20][cH:21][cH:22]1. Starting materials: C(C)(C)(C)OC(=O)C1=C(C=CC=C1)C1=CC=C(C=C1)CN1C(=NC(=C1C(=O)O)CO)CCCC (1-[(2'-t-Butoxycarbonylbiphenyl-4-yl)methyl]-2-butyl-4-hydroxymethylimidazole-5-carboxylic acid), solution, Cl (hydrogen chloride). Procedure: A solution of 0.12 g of 1-[(2'-t-butoxycarbonylbiphenyl-4-yl)methyl]-2-butyl-4-hydroxymethylimidazole-5-carboxylic acid (prepared as described in Example 4) in 2 ml of a 4N solution of hydrogen chloride in dioxane was allowed to stand at room temperature for 5 hours and then the solvent was removed by distillation under reduced pressure. The resulting residue was triturated in ethyl acetate, to give 0.11 g of the title compound in the form of its hydrochloride, melting at 130°-140° C. (with soft... Product: C(CCC)C=1N(C(=C(N1)CO)C(=O)O)CC1=CC=C(C=C1)C1=C(C=CC=C1)C(=O)O (2-Butyl-1-[(2'-carboxybiphenyl-4-yl)methyl]-4-hydroxymethylimidazole-5-carboxylic acid). Isolated yield 104.3%. Run at time 5 hour. Run in O1CCOCC1 (dioxane). As a reaction SMILES: C([O:5][C:6]([C:8]1[CH:13]=[CH:12][CH:11]=[CH:10][C:9]=1[C:14]1[CH:19]=[CH:18][C:17]([CH2:20][N:21]2[C:25]([C:26]([OH:28])=[O:27])=[C:24]([CH2:29][OH:30])[N:23]=[C:22]2[CH2:31][CH2:32][CH2:33][CH3:34])=[CH:16][CH:15]=1)=[O:7])(C)(C)C.Cl>O1CCOCC1>[CH2:31]([C:22]1[N:21]([CH2:20][C:17]2[CH:16]=[CH:15][C:14]([C:9]3[CH:10]=[CH:11][CH:12]=[CH:13][C:8]=3[C:6]([OH:7])=[O:5])=[CH:19][CH:18]=2)[C:25]([C:26]([OH:28])=[O:27])=[C:24]([CH2:29][OH:30])[N:23]=1)[CH2:32][CH2:33][CH3:34]. Starting materials: N1C=NC(=C1)C1=NC=CC(=C1)C#N (2-(1H-imidazol-4-yl)pyridine-4-carbonitrile), FC(OC1=C(CBr)C=CC=C1)(F)F (2-(trifluoromethoxy)benzyl bromide). The product is FC(OC1=C(C=CC=C1)CN1C=NC(=C1)C1=NC=CC(=C1)C#N)(F)F (2-[1-[[2-(trifluoromethoxy)phenyl]methyl]imidazol-4-yl]pyridine-4-carbonitrile). RXN SMILES: [NH:1]1[CH:5]=[C:4]([C:6]2[CH:11]=[C:10]([C:12]#[N:13])[CH:9]=[CH:8][N:7]=2)[N:3]=[CH:2]1.[F:14][C:15]([F:26])([F:25])[O:16][C:17]1[CH:24]=[CH:23][CH:22]=[CH:21][C:18]=1[CH2:19]Br>>[F:14][C:15]([F:25])([F:26])[O:16][C:17]1[CH:24]=[CH:23][CH:22]=[CH:21][C:18]=1[CH2:19][N:1]1[CH:5]=[C:4]([C:6]2[CH:11]=[C:10]([C:12]#[N:13])[CH:9]=[CH:8][N:7]=2)[N:3]=[CH:2]1. Procedure details: The title compound was prepared from 2-(1H-imidazol-4-yl)pyridine-4-carbonitrile (PREPARATION 4) and 2-(trifluoromethoxy)benzyl bromide according to the procedure for the preparation of Example 43, part A using room temp. [M+H] Calc'd for C17H11F3N4O, 345. Found, 345. Starting materials: CC1=NC(NC(C1)(C)C)(C)C (acetonine), CC(=O)C (acetone), CS(=O)(=O)O (methanesulfonic acid). Run in CO (methanol). Yields the product CC1(CC(=O)CC(N1)(C)C)C (triacetonamine). Isolated yield 95.3%. As a reaction SMILES: [CH3:1][C:2]1[CH2:7][C:6]([CH3:9])([CH3:8])[NH:5][C:4]([CH3:11])([CH3:10])N=1.CC(C)=[O:14].CS(O)(=O)=O>CO>[CH3:10][C:4]1([CH3:11])[NH:5][C:6]([CH3:9])([CH3:8])[CH2:7][C:2](=[O:14])[CH2:1]1. Reported procedure: A solution of 6.3 g. of acetonine in a mixed solvent comprising 30 g. of acetone and 30 g. of methanol was added with 1.6 g. of methanesulfonic acid. The mixture was maintained at room temperature for 24 hours in a sealed equipment to effect the reaction. After completion of the reaction, the reaction mixture was purified in the same manner as in Example 1 to obtain triacetonamine in a yield of 95.3%. Reactants: CCCCO, CCN(C(C)C)C(C)C, CC(C)Oc1cc(Nc2nc(NC(C)c3ccc(F)cn3)ncc2Cl)n[nH]1, COc1cc(Nc2nc(Cl)ncc2Cl)n[nH]1. Yields the product COc1cc(Nc2nc(NC(C)c3ccc(F)cn3)ncc2Cl)n[nH]1. Reaction SMILES: [CH2:53]([OH:54])[CH2:55][CH2:56][CH3:57].[CH:44]([N:45]([CH2:46][CH3:47])[CH:48]([CH3:49])[CH3:50])([CH3:51])[CH3:52].[Cl:17][c:18]1[c:19]([NH:34][c:35]2[n:36][nH:37][c:38]([O:40][CH:41]([CH3:42])[CH3:43])[cH:39]2)[n:20][c:21]([NH:24][CH:25]([CH3:26])[c:27]2[n:28][cH:29][c:30]([F:33])[cH:31][cH:32]2)[n:22][cH:23]1.[Cl:1][c:2]1[n:3][c:4]([NH:5][c:6]2[cH:7][c:8]([O:9][CH3:10])[nH:11][n:12]2)[c:13]([Cl:14])[cH:15][n:16]1>>[Cl:17][c:18]1[c:19]([NH:34][c:35]2[n:36][nH:37][c:38]([O:40][CH3:41])[cH:39]2)[n:20][c:21]([NH:24][CH:25]([CH3:26])[c:27]2[n:28][cH:29][c:30]([F:33])[cH:31][cH:32]2)[n:22][cH:23]1. Reactants: [Br-], CCC(C=O)NC(c1ccccc1)(c1ccccc1)c1ccccc1, CC[Mg+], CCOCC, O. Yields the product CCC(O)C(CC)NC(c1ccccc1)(c1ccccc1)c1ccccc1. RXN SMILES: [Br-:26].[C:1]([c:2]1[cH:3][cH:4][cH:5][cH:6][cH:7]1)([c:8]1[cH:9][cH:10][cH:11][cH:12][cH:13]1)([c:14]1[cH:15][cH:16][cH:17][cH:18][cH:19]1)[NH:20][CH:21]([CH:22]=[O:23])[CH2:24][CH3:25].[CH2:27]([CH3:28])[Mg+:29].[CH3:31][CH2:32][O:33][CH2:34][CH3:35].[OH2:30]>>[C:1]([c:2]1[cH:3][cH:4][cH:5][cH:6][cH:7]1)([c:8]1[cH:9][cH:10][cH:11][cH:12][cH:13]1)([c:14]1[cH:15][cH:16][cH:17][cH:18][cH:19]1)[NH:20][CH:21]([CH:22]([OH:23])[CH2:27][CH3:28])[CH2:24][CH3:25].